describe an organic reaction: reactants, conditions, products, and yield From a dataset of the Open Reaction Database (ORD), a public repository of structured organic reaction records. The reactants are ClC=1C(=C(C=CC1)[C@H]1[C@@H](N[C@H]([C@]1(C#N)C1=C(C=C(C=C1)Cl)F)CC(C)(C)C)C(=O)NC1=CC(=C(C(=O)OC)C=C1F)F)F (methyl 4-((2R,3S,4R,5S)-3-(3-chloro-2-fluorophenyl)-4-(4-chloro-2-fluorophenyl)-4-cyano-5-neopentylpyrrolidine-2-carboxamido)-2,5-difluorobenzoate), [Al](Br)(Br)Br (AlBr3), CSC (dimethyl sulfide). The solvent is C(Cl)Cl (methylene chloride). Reaction conditions: time 2 hour. Product: ClC1=CC(=C(C=C1)[C@@]1([C@H]([C@@H](N[C@H]1CC(C)(C)C)C(=O)NC1=CC(=C(C(=O)O)C=C1F)F)C1=C(C(=CC=C1)Cl)F)C#N)F (4-{[(2R,3S,4R,5S)-4-(4-Chloro-2-fluoro-phenyl)-3-(3-chloro-2-fluoro-phenyl)-4-cyano-5-(2,2-dimethyl-propyl)-pyrrolidine-2-carbonyl]-amino}-2,5-difluoro-benzoic acid). Reaction SMILES: [Cl:1][C:2]1[C:3]([F:43])=[C:4]([C@@H:8]2[C@:12]([C:15]3[CH:20]=[CH:19][C:18]([Cl:21])=[CH:17][C:16]=3[F:22])([C:13]#[N:14])[C@H:11]([CH2:23][C:24]([CH3:27])([CH3:26])[CH3:25])[NH:10][C@H:9]2[C:28]([NH:30][C:31]2[C:40]([F:41])=[CH:39][C:34]([C:35]([O:37]C)=[O:36])=[C:33]([F:42])[CH:32]=2)=[O:29])[CH:5]=[CH:6][CH:7]=1.[Al](Br)(Br)Br.CSC>C(Cl)Cl>[Cl:21][C:18]1[CH:19]=[CH:20][C:15]([C@@:12]2([C:13]#[N:14])[C@H:11]([CH2:23][C:24]([CH3:26])([CH3:25])[CH3:27])[NH:10][C@@H:9]([C:28]([NH:30][C:31]3[C:40]([F:41])=[CH:39][C:34]([C:35]([OH:37])=[O:36])=[C:33]([F:42])[CH:32]=3)=[O:29])[C@@H:8]2[C:4]2[CH:5]=[CH:6][CH:7]=[C:2]([Cl:1])[C:3]=2[F:43])=[C:16]([F:22])[CH:17]=1. Procedure: To a stirred solution of methyl 4-((2R,3S,4R,5S)-3-(3-chloro-2-fluorophenyl)-4-(4-chloro-2-fluorophenyl)-4-cyano-5-neopentylpyrrolidine-2-carboxamido)-2,5-difluorobenzoate (75 mg, 0.118 mmol) in methylene chloride (10 ml), AlBr3 (Aldrich, 59 mg, 0.94 mmol) was added followed by dimethyl sulfide (Aldrich, 0.2 ml, 0.63 mmol). The mixture was stirred at rt for 2 hrs. The solvent was removed and the residue was treated with 3 ml of acetonitrile and 10 ml of water. The mixture was then extracted with... The reactants are CCOC(C)=O, CCOCC, CC(C)=O, Cl, Nc1ncnc2c1c(-c1ccc(Oc3ccccc3)cc1)nn2C1CCC2(CC1)OCCO2. The product is Nc1ncnc2c1c(-c1ccc(Oc3ccccc3)cc1)nn2C1CCC(=O)CC1. Reaction SMILES: [CH3:35][CH2:36][O:37][C:38]([CH3:39])=[O:40].[CH3:41][CH2:42][O:43][CH2:44][CH3:45].[CH3:46][C:47](=[O:48])[CH3:49].[ClH:34].[O:1]1[CH2:3][CH2:2][O:4][C:5]12[CH2:6][CH2:7][CH:8]([n:11]1[n:12][c:13](-[c:21]3[cH:22][cH:23][c:24]([O:27][c:28]4[cH:29][cH:30][cH:31][cH:32][cH:33]4)[cH:25][cH:26]3)[c:14]3[c:15]1[n:16][cH:17][n:18][c:19]3[NH2:20])[CH2:9][CH2:10]2>>[O:4]=[C:5]1[CH2:6][CH2:7][CH:8]([n:11]2[n:12][c:13](-[c:21]3[cH:22][cH:23][c:24]([O:27][c:28]4[cH:29][cH:30][cH:31][cH:32][cH:33]4)[cH:25][cH:26]3)[c:14]3[c:15]2[n:16][cH:17][n:18][c:19]3[NH2:20])[CH2:9][CH2:10]1. Reactants: ester, FC1=CC=C(C=C1)N1N=C(C(=C1)C1=CC=C(C=C1)Cl)CC(=O)[O-] ([1-(4-fluorophenyl)-4-(4-chlorophenyl)-1H-pyrazol-3-yl]-acetate). Run in FC(C(=O)O)(F)F (trifluoroacetic acid). The product is FC1=CC=C(C=C1)N1N=C(C(=C1)C1=CC=C(C=C1)Cl)CC(=O)O ([1-(4-Fluorophenyl)-4-(4-chlorophenyl)-1H-pyrazol-3-yl]-acetic acid). RXN SMILES: [F:1][C:2]1[CH:7]=[CH:6][C:5]([N:8]2[CH:12]=[C:11]([C:13]3[CH:18]=[CH:17][C:16]([Cl:19])=[CH:15][CH:14]=3)[C:10]([CH2:20][C:21]([O-:23])=[O:22])=[N:9]2)=[CH:4][CH:3]=1>FC(F)(F)C(O)=O>[F:1][C:2]1[CH:3]=[CH:4][C:5]([N:8]2[CH:12]=[C:11]([C:13]3[CH:18]=[CH:17][C:16]([Cl:19])=[CH:15][CH:14]=3)[C:10]([CH2:20][C:21]([OH:23])=[O:22])=[N:9]2)=[CH:6][CH:7]=1. Procedure details: 1,49 Grams of the ester prepared according to (a) are stirred in 30 ml of trifluoroacetic acid, at room temperature. The hydrolysis is followed by TLC; at the end the excess of CF3 --COOH is evaporated in vacuo and the residue is crystallized from acetic acid/ethanol. The title product is identical with a sample prepared according to EP 54812.